This data is from the Open Reaction Database (ORD), a public repository of structured organic reaction records. The task is: describe an organic reaction: reactants, conditions, products, and yield Reactants: O=C([O-])[O-], CN1CCCC1=O, Clc1ccc2nccn2n1, [K+], [K+], Nc1ccccc1O, [Na+], [OH-]. Product: Nc1ccccc1Oc1ccc2nccn2n1. As a reaction SMILES: [C:19](=[O:20])([O-:21])[O-:22].[CH3:25][N:26]1[CH2:27][CH2:28][CH2:29][C:30]1=[O:31].[Cl:1][c:2]1[cH:3][cH:4][c:5]2[n:6]([n:7]1)[cH:8][cH:9][n:10]2.[K+:23].[K+:24].[NH2:11][c:12]1[cH:13][cH:14][cH:15][cH:16][c:17]1[OH:18].[Na+:33].[OH-:32]>>[c:2]1([O:18][c:17]2[c:12]([NH2:11])[cH:13][cH:14][cH:15][cH:16]2)[cH:3][cH:4][c:5]2[n:6]([n:7]1)[cH:8][cH:9][n:10]2.